Dataset: the Open Reaction Database (ORD), a public repository of structured organic reaction records. Task: describe an organic reaction: reactants, conditions, products, and yield The reactants are [N-]=[N+]=[N-].[Na+] (NaN3), [NH4+].[Cl-] (NH4Cl), BrC1=CC2=C(N(C(=N2)C2=C(C#N)C=CC=C2)C(C)(C)C)C=C1 (2-(5-bromo-1-tert-butyl-1H-benzimidazol-2-yl)-benzonitrile). The solvent is CCOC(=O)C.O (EtOAc water), CN(C)C=O (DMF). Run at temperature 110 celsius, time 48 hour. Product: BrC1=CC2=C(N(C(=N2)C2=C(C=CC=C2)C=2N=NNN2)C(C)(C)C)C=C1 (5-bromo-1-tert-butyl-2-[2-(2H-tetrazol-5-yl)-phenyl]-1H-benzimidazole). Isolated yield 84.6%. Reaction SMILES: [Br:1][C:2]1[CH:22]=[CH:21][C:5]2[N:6]([C:17]([CH3:20])([CH3:19])[CH3:18])[C:7]([C:9]3[CH:16]=[CH:15][CH:14]=[CH:13][C:10]=3[C:11]#[N:12])=[N:8][C:4]=2[CH:3]=1.[N-:23]=[N+:24]=[N-:25].[Na+].[NH4+].[Cl-]>CN(C=O)C.CCOC(C)=O.O>[Br:1][C:2]1[CH:22]=[CH:21][C:5]2[N:6]([C:17]([CH3:18])([CH3:19])[CH3:20])[C:7]([C:9]3[CH:16]=[CH:15][CH:14]=[CH:13][C:10]=3[C:11]3[N:23]=[N:24][NH:25][N:12]=3)=[N:8][C:4]=2[CH:3]=1 |f:1.2,3.4,6.7|. Reported procedure: To a round bottom flask is added 2-(5-bromo-1-tert-butyl-1H-benzimidazol-2-yl)-benzonitrile (200 mg, 0.565 mmol) in DMF (3 mL), follow by the addition of NaN3 (48 mmol, 0.738 mmol) and NH4Cl (39 mg, 0.729 mmol). The reaction mixture is stirred at 110° C. for 48 hours. The reaction mixture is diluted with EtOAc/water. The organic layer is separated, washed with water then brine, dried with Na2SO4, filtered and concentrated to afford 5-bromo-1-tert-butyl-2-[2-(2H-tetrazol-5-yl)-phenyl]-1H-benzimid...